From a dataset of the Open Reaction Database (ORD), a public repository of structured organic reaction records. describe an organic reaction: reactants, conditions, products, and yield Starting materials: COP(OC)(=O)CC(C(CCC#CC)C)=O (3-methyl-2-oxooct-6-inylphosphonic acid dimethyl ester), C(=O)[C@@H]1[C@H]2CC(O[C@H]2C[C@H]1OC(C1=CC=CC=C1)=O)=O ((1S,5R,6R,7R)-6-formyl-7-benzoyloxy-2-oxabicyclo[3,3,0]-octan-3-one). The product is C(C1=CC=CC=C1)(=O)O[C@H]1[C@@H]([C@H]2CC(O[C@H]2C1)=O)\C=C\C(C(CCC#CC)C)=O ((1S,5R,6R,7R)-7-Benzoyloxy-6-[(E)-(4RS) 4-methyl-3-oxonon-1-en-7-inyl]-2-oxabicyclo[3,3,0]octan-3-one). The yield is 85.8%. RXN SMILES: COP([CH2:7][C:8](=[O:16])[CH:9]([CH3:15])[CH2:10][CH2:11][C:12]#[C:13][CH3:14])(=O)OC.[CH:17]([C@H:19]1[C@H:26]([O:27][C:28](=[O:35])[C:29]2[CH:34]=[CH:33][CH:32]=[CH:31][CH:30]=2)[CH2:25][C@H:24]2[C@@H:20]1[CH2:21][C:22](=[O:36])[O:23]2)=O>>[C:28]([O:27][C@@H:26]1[CH2:25][C@H:24]2[C@H:20]([CH2:21][C:22](=[O:36])[O:23]2)[C@H:19]1/[CH:17]=[CH:7]/[C:8](=[O:16])[CH:9]([CH3:15])[CH2:10][CH2:11][C:12]#[C:13][CH3:14])(=[O:35])[C:29]1[CH:30]=[CH:31][CH:32]=[CH:33][CH:34]=1. Procedure: Analogously to Example 1(g), 7.4 g of the title compound was synthesized from 5.4 g of 3-methyl-2-oxooct-6-inylphosphonic acid dimethyl ester and 6 g of (1S,5R,6R,7R)-6-formyl-7-benzoyloxy-2-oxabicyclo[3,3,0]-octan-3-one [E. J. Corey et al., J. Amer. Chem. Soc. 91: 5675 (1969)]. Starting materials: Cc1ccccc1, Nc1cccc(I)c1, O=C1CCOCC1, O. Yields the product Ic1cccc(NC2CCOCC2)c1. As a reaction SMILES: [CH3:17][c:18]1[cH:19][cH:20][cH:21][cH:22][cH:23]1.[I:1][c:2]1[cH:3][c:4]([NH2:5])[cH:6][cH:7][cH:8]1.[O:9]1[CH2:10][CH2:11][C:12](=[O:15])[CH2:13][CH2:14]1.[OH2:16]>>[I:1][c:2]1[cH:3][c:4]([NH:5][CH:12]2[CH2:11][CH2:10][O:9][CH2:14][CH2:13]2)[cH:6][cH:7][cH:8]1. Reactants: CC(=O)OC1CCC2(C)C(=CCC3C2CCC2(C)C(Cl)=C(C=O)CC32)C1, CC(=O)OC1CCC2(C)C(=CCC3C2CCC2(C)C3CCC2n2cccn2)C1, [K+], [K+], O=C([O-])[O-], c1cn[nH]c1. Product: CC(=O)OC1CCC2(C)C(=CCC3C2CCC2(C)C(n4cccn4)=C(C=O)CC32)C1. As a reaction SMILES: [C:1]([CH3:2])(=[O:3])[O:4][CH:5]1[CH2:6][C:7]2=[CH:8][CH2:9][CH:10]3[CH:11]4[CH2:12][C:13]([CH:25]=[O:26])=[C:14]([Cl:24])[C:15]4([CH3:16])[CH2:17][CH2:18][CH:19]3[C:20]2([CH3:23])[CH2:21][CH2:22]1.[C:38]([O:39][CH:40]1[CH2:41][CH2:42][C:43]2([CH3:44])[C:45](=[CH:46][CH2:47][CH:48]3[CH:49]2[CH2:50][CH2:51][C:52]2([CH3:53])[CH:54]3[CH2:55][CH2:56][CH:57]2[n:58]2[cH:59][cH:60][cH:61][n:62]2)[CH2:63]1)(=[O:64])[CH3:65].[K+:32].[K+:33].[O-:34][C:35]([O-:36])=[O:37].[nH:27]1[n:28][cH:29][cH:30][cH:31]1>>[C:1]([CH3:2])(=[O:3])[O:4][CH:5]1[CH2:6][C:7]2=[CH:8][CH2:9][CH:10]3[CH:11]4[CH2:12][C:13]([CH:25]=[O:26])=[C:14]([n:27]5[n:28][cH:29][cH:30][cH:31]5)[C:15]4([CH3:16])[CH2:17][CH2:18][CH:19]3[C:20]2([CH3:23])[CH2:21][CH2:22]1.